describe an organic reaction: reactants, conditions, products, and yield From a dataset of the Open Reaction Database (ORD), a public repository of structured organic reaction records. Starting materials: 3, O1CCCC1 (tetrahydrofuran), CO (methanol), C(C)OC(=O)C(CCN1C(=NC2=C1C=CC=C2C)COC2=CC=C(C=C2)Cl)C (1-[3-(ethoxycarbonyl)butyl]-2-[(4-chlorophenoxy)methyl]-4-methylbenzimidazole), [OH-].[Li+] (lithium hydroxide). Solvent: C(CCC)O (1 butanol), O (water), C1(=CC=CC=C1)C (toluene). Reaction conditions: time 8 hour. Product: C(=O)(O)C(CCN1C(=NC2=C1C=CC=C2C)COC2=CC=C(C=C2)Cl)C (1-(3-carboxybutyl)-2-[(4-chlorophenoxy)methyl]-4-methylbenzimidazole). The yield is 102.3%. RXN SMILES: O1CCCC1.CO.C([O:10][C:11]([CH:13]([CH3:35])[CH2:14][CH2:15][N:16]1[C:20]2[CH:21]=[CH:22][CH:23]=[C:24]([CH3:25])[C:19]=2[N:18]=[C:17]1[CH2:26][O:27][C:28]1[CH:33]=[CH:32][C:31]([Cl:34])=[CH:30][CH:29]=1)=[O:12])C.[OH-].[Li+]>C1(C)C=CC=CC=1.C(O)CCC.O>[C:11]([CH:13]([CH3:35])[CH2:14][CH2:15][N:16]1[C:20]2[CH:21]=[CH:22][CH:23]=[C:24]([CH3:25])[C:19]=2[N:18]=[C:17]1[CH2:26][O:27][C:28]1[CH:29]=[CH:30][C:31]([Cl:34])=[CH:32][CH:33]=1)([OH:12])=[O:10] |f:3.4|. Reported procedure: To a mixture of tetrahydrofuran (42 ml), methanol (14 ml), and water (14 ml), were added 1-[3-(ethoxycarbonyl)butyl]-2-[(4-chlorophenoxy)methyl]-4-methylbenzimidazole (1.3 g, 3.2 mmol) and lithium hydroxide (403 mg, 3 eq.). The resulting mixture was stirred overnight at room temperature and was then concentrated in vacuo to yield a white solid. This residue was taken into 250 ml of a 3:1 butanol:toluene solution. The organic fraction was washed once with 200 ml of water and then dried over magne... Reactants: B(OC1=CC=C(C=C1)OCCC)([O-])[O-] (4-propoxyphenyl borate), BrC=1C=CC2=C(C=C(CCN2C(=O)OC(C)(C)C)C(=O)OC)C1 (methyl 7-bromo-1-(t-butoxycarbonyl)-2,3-dihydro-1H-1-benzazepine-4-carboxylate), C([O-])([O-])=O.[K+].[K+] (potassium carbonate). The reagents and catalysts are C=1C=CC(=CC1)[P](C=2C=CC=CC2)(C=3C=CC=CC3)[Pd]([P](C=4C=CC=CC4)(C=5C=CC=CC5)C=6C=CC=CC6)([P](C=7C=CC=CC7)(C=8C=CC=CC8)C=9C=CC=CC9)[P](C=1C=CC=CC1)(C=1C=CC=CC1)C=1C=CC=CC1 (tetrakistriphenylphosphinepalladium). The solvent is water ethanol toluene, C(C)(=O)OCC (ethyl acetate). Run at time 30 minute. The product is C(C)(C)(C)OC(=O)N1CCC(=CC2=C1C=CC(=C2)C2=CC=C(C=C2)OCCC)C(=O)OC (methyl 1-(t-butoxycarbonyl)-7-(4-propoxyphenyl)-2,3-dihydro-1H-1-benzazepine-4-carboxylate). As a reaction SMILES: B([O-])([O-])O[C:3]1[CH:8]=[CH:7][C:6]([O:9][CH2:10][CH2:11][CH3:12])=[CH:5][CH:4]=1.Br[C:16]1[CH:17]=[CH:18][C:19]2[N:25]([C:26]([O:28][C:29]([CH3:32])([CH3:31])[CH3:30])=[O:27])[CH2:24][CH2:23][C:22]([C:33]([O:35][CH3:36])=[O:34])=[CH:21][C:20]=2[CH:37]=1.C(=O)([O-])[O-].[K+].[K+]>C(OCC)(=O)C.C1C=CC([P]([Pd]([P](C2C=CC=CC=2)(C2C=CC=CC=2)C2C=CC=CC=2)([P](C2C=CC=CC=2)(C2C=CC=CC=2)C2C=CC=CC=2)[P](C2C=CC=CC=2)(C2C=CC=CC=2)C2C=CC=CC=2)(C2C=CC=CC=2)C2C=CC=CC=2)=CC=1>[C:29]([O:28][C:26]([N:25]1[C:19]2[CH:18]=[CH:17][C:16]([C:3]3[CH:8]=[CH:7][C:6]([O:9][CH2:10][CH2:11][CH3:12])=[CH:5][CH:4]=3)=[CH:37][C:20]=2[CH:21]=[C:22]([C:33]([O:35][CH3:36])=[O:34])[CH2:23][CH2:24]1)=[O:27])([CH3:32])([CH3:31])[CH3:30] |f:2.3.4,^1:53,55,74,93|. Procedure details: In a mixture of water:ethanol toluene (1:1:10, v/v. 42.0 ml) were dissolved 4-propoxyphenyl borate (746 mg) and methyl 7-bromo-1-(t-butoxycarbonyl)-2,3-dihydro-1H-1-benzazepine-4-carboxylate (1320 mg). To the solution was added potassium carbonate (1145 mg), and the mixture was stirred under argon atmosphere at room temperature for 30 minutes. To the mixture was added tetrakistriphenylphosphinepalladium (160 mg), and the mixture was heated to reflux under argon atmosphere for 14.5 hours. The mix... The reactants are BrC1=CC(=C(C=C1)C1C(C(OC(C1=O)(C)C)(C)C)=O)CC (4-(4-bromo-2-ethylphenyl)-2,2,6,6,-tetramethylpyran-3,5-dione), N1[C@H](C(=O)O)CCC1 (L-proline). Reagents/catalysts: [Cu]I (copper(I) iodide). Solvent: [OH-].[Na+] (sodium hydroxide), C(C)(=O)OCC (ethyl acetate), Cl (hydrochloric acid). Reaction conditions: temperature 200 celsius. Yields the product C(C)C1=C(C=CC(=C1)O)C1C(C(OC(C1=O)(C)C)(C)C)=O (4-(2-ethyl-4-hydroxyphenyl)-2,2,6,6-tetramethylpyran-3,5-dione). Reaction SMILES: Br[C:2]1[CH:7]=[CH:6][C:5]([CH:8]2[C:13](=[O:14])[C:12]([CH3:16])([CH3:15])[O:11][C:10]([CH3:18])([CH3:17])[C:9]2=[O:19])=[C:4]([CH2:20][CH3:21])[CH:3]=1.N1CCC[C@H]1C(O)=[O:25]>[OH-].[Na+].C(OCC)(=O)C.Cl.[Cu]I>[CH2:20]([C:4]1[CH:3]=[C:2]([OH:25])[CH:7]=[CH:6][C:5]=1[CH:8]1[C:9](=[O:19])[C:10]([CH3:18])([CH3:17])[O:11][C:12]([CH3:16])([CH3:15])[C:13]1=[O:14])[CH3:21] |f:2.3|. Reported procedure: A mixture of 4-(4-bromo-2-ethylphenyl)-2,2,6,6,-tetramethylpyran-3,5-dione (1.00 g, 2.8 mmol), copper(I) iodide (0.108 g, 0.57 mmol), and L-proline (0.033 g, 0.28 mmol) in 1M aqueous sodium hydroxide solution (8.8 ml) is heated at 200° C. under microwave irradiation, until the reaction is judged to be complete by LCMS. The mixture is cooled to room temperature, diluted with ethyl acetate and 2 M aqueous hydrochloric acid and filtered through a plug of diatomaceous earth, washing with ethyl aceta... Run in CN(C)C=O (DMF). The reactants are ClC1=NC=NC2=CC(=C(C=C12)OC)OCCCN1CCN(CC1)C (4-chloro-6-methoxy-7-(3-(4-methylpiperazin-1-yl)propoxy)quinazoline), FC1=C2C=CNC2=CC=C1O (4-fluoro-5-hydroxyindole), C([O-])([O-])=O.[K+].[K+] (potassium carbonate). Procedure details: A mixture of 4-chloro-6-methoxy-7-(3-(4-methylpiperazin-1-yl)propoxy)quinazoline (232 mg, 0.662 mmol), (prepared as described for the starting material in Examples 176 or 244), and 4-fluoro-5-hydroxyindole (120 mg, 0.794 mmol), (prepared as described for the starting material in Example 242), in DMF (3 ml) containing potassium carbonate (137 mg, 1 mmol) was stirred at 95° C. for 3 hours. After cooling, the residue was poured onto water (12 ml) and extracted with ethyl acetate. The organic layer ... Product: FC1=C2C=CNC2=CC=C1OC1=NC=NC2=CC(=C(C=C12)OC)OCCCN1CCN(CC1)C (4-(4-fluoroindol-5-yloxy)-6-methoxy-7-(3-(4-methylpiperazin-1-yl)propoxy)quinazoline). Run at temperature 95 celsius, time 3 hour. Yield: 42.2%. As a reaction SMILES: Cl[C:2]1[C:11]2[C:6](=[CH:7][C:8]([O:14][CH2:15][CH2:16][CH2:17][N:18]3[CH2:23][CH2:22][N:21]([CH3:24])[CH2:20][CH2:19]3)=[C:9]([O:12][CH3:13])[CH:10]=2)[N:5]=[CH:4][N:3]=1.[F:25][C:26]1[C:34]([OH:35])=[CH:33][CH:32]=[C:31]2[C:27]=1[CH:28]=[CH:29][NH:30]2.C(=O)([O-])[O-].[K+].[K+]>CN(C=O)C>[F:25][C:26]1[C:34]([O:35][C:2]2[C:11]3[C:6](=[CH:7][C:8]([O:14][CH2:15][CH2:16][CH2:17][N:18]4[CH2:23][CH2:22][N:21]([CH3:24])[CH2:20][CH2:19]4)=[C:9]([O:12][CH3:13])[CH:10]=3)[N:5]=[CH:4][N:3]=2)=[CH:33][CH:32]=[C:31]2[C:27]=1[CH:28]=[CH:29][NH:30]2 |f:2.3.4|. Conditions: temperature 20 celsius, time 8 hour. The reactants are CCOCC (Ether), OC=1C=C(C=O)C=C(C1O)[N+](=O)[O-] (3,4-dihydroxy-5-nitrobenzaldehyde), CCC(CC(CC)=O)=O (3,5-heptanedione), S(=O)(Cl)Cl (thionyl cloride). Solvent: CC(C)O (2-propanol). RXN SMILES: [OH:1][C:2]1[CH:3]=[C:4]([CH:7]=[C:8]([N+:11]([O-:13])=[O:12])[C:9]=1[OH:10])[CH:5]=O.[CH3:14][CH2:15][C:16](=[O:22])[CH2:17][C:18](=[O:21])[CH2:19][CH3:20].S(Cl)(Cl)=O.CCOCC>CC(O)C>[OH:1][C:2]1[CH:3]=[C:4]([CH:5]=[C:17]([C:16](=[O:22])[CH2:15][CH3:14])[C:18](=[O:21])[CH2:19][CH3:20])[CH:7]=[C:8]([N+:11]([O-:13])=[O:12])[C:9]=1[OH:10]. Procedure: To a solution of 3,4-dihydroxy-5-nitrobenzaldehyde (7.6 g) and 3,5-heptanedione (8.0 g) in 50 ml of 2-propanol was added thionyl cloride (3.5 ml) with stirring at 20° C. Ether (60 ml) was added and the solution was filtered and allowed to stand overnight. The resulting crystal were filtered. Yield 1.2 g, mp 133°-135° C. Product: OC=1C=C(C=C(C1O)[N+](=O)[O-])C=C(C(CC)=O)C(CC)=O (4-(3,4-Dihydroxy-5-nitrophenyl)methylene-3,5-heptanedione). The reactants are OC=1C=NC=CC1 (3-hydroxypyridine), C1(=CC=CC=C1)P(C1=CC=CC=C1)C1=CC=CC=C1 (triphenylphosphine), C(#N)CCC(CCCC(=O)OC)O (methyl 7-cyano-5-hydroxy-heptanoate). Product: NCCCC(CCCC(=O)OC)OC=1C=NC=CC1 (methyl 8-amino-5-(3-pyridyloxy)-octanoate). RXN SMILES: [OH:1][C:2]1[CH:3]=[N:4][CH:5]=[CH:6][CH:7]=1.C1(P(C2C=CC=CC=2)C2C=CC=CC=2)C=CC=CC=1.[C:27]([CH2:29][CH2:30][CH:31](O)[CH2:32][CH2:33][CH2:34][C:35]([O:37][CH3:38])=[O:36])#[N:28]>>[NH2:28][CH2:27][CH2:29][CH2:30][CH:31]([O:1][C:2]1[CH:3]=[N:4][CH:5]=[CH:6][CH:7]=1)[CH2:32][CH2:33][CH2:34][C:35]([O:37][CH3:38])=[O:36]. Reported procedure: Hex-5-enoic acid is first converted to the corresponding epoxide with e.g. m-chloroperbenzoic acid and esterified with diazomethane to the methyl ester which is then condensed with acetonitrile in the presence of lithium diisopropylamide (LDA) to yield methyl 7-cyano-5-hydroxy-heptanoate. Condensation with 3-hydroxypyridine in the presence of triphenylphosphine and reduction of the nitrile yields methyl 8-amino-5-(3-pyridyloxy)-octanoate. Starting materials: O (water), C1(CCCCC1)C1=CC=C(C(=O)N2CC=3N(CC4=C2C=CC=C4)C(=CC3)C=O)C=C1 (10-(4-Cyclohexyl-benzoyl)-10,11-dihydro-5H-pyrrolo[2,1-c][1,4]benzodiazepine-3-carbaldehyde), C(C)(=O)Cl (acetyl chloride), [Sn](Cl)(Cl)(Cl)Cl (tin (IV) chloride). The solvent is ClCCl (dichloromethane), ClCCl (dichloromethane). Reaction conditions: time 8 hour. Yields the product C1(CCCCC1)C1=CC=C(C(=O)N2CC=3N(CC4=C2C=CC=C4)C(=CC3)C(C)=O)C=C1 (1-[10-(4-Cyclohexyl-benzoyl)-10,11-dihydro-5H-pyrrolo[2,1-c][1,4]benzodiazepin-3-yl]-ethanone). Yield: 33.9%. As a reaction SMILES: [CH:1]1([C:7]2[CH:30]=[CH:29][C:10]([C:11]([N:13]3[C:19]4[CH:20]=[CH:21][CH:22]=[CH:23][C:18]=4[CH2:17][N:16]4[C:24]([CH:27]=[O:28])=[CH:25][CH:26]=[C:15]4[CH2:14]3)=[O:12])=[CH:9][CH:8]=2)[CH2:6][CH2:5][CH2:4][CH2:3][CH2:2]1.[C:31](Cl)(=O)C.[Sn](Cl)(Cl)(Cl)Cl.O>ClCCl>[CH:1]1([C:7]2[CH:30]=[CH:29][C:10]([C:11]([N:13]3[C:19]4[CH:20]=[CH:21][CH:22]=[CH:23][C:18]=4[CH2:17][N:16]4[C:24]([C:27](=[O:28])[CH3:31])=[CH:25][CH:26]=[C:15]4[CH2:14]3)=[O:12])=[CH:9][CH:8]=2)[CH2:2][CH2:3][CH2:4][CH2:5][CH2:6]1. Procedure details: 10-(4-Cyclohexylbenzoyl)-10,11-dihydro-5H-pyrrolo[2,1-c][1,4]benzodiazepine-3-carbaldehyde of Step A (3.7 g) dissolved in dichloromethane (75 mL) was treated with acetyl chloride (1.9 g) and tin (IV) chloride in dichloromethane (12.5 mL, 1N). After stirring overnight at room temperature, water was added. The organic solution was washed with saturated aqueous sodium bicarbonate, dried over anhydrous sodium sulfate and filtered through a short column of Magnesol® to provide the desired title compo...